From a dataset of the Open Reaction Database (ORD), a public repository of structured organic reaction records. describe an organic reaction: reactants, conditions, products, and yield Reactants: ClC=1C(=C(C(=O)N)C(=CC1)[N+](=O)[O-])[N+](=O)[O-] (3-chloro-2,6-dinitrobenzamide), N1CC1 (aziridine). Run in CCOC(=O)C (EtOAc). Reaction conditions: temperature -20 celsius. Yields the product N1(CC1)C=1C(=C(C(=O)N)C(=CC1)[N+](=O)[O-])[N+](=O)[O-] (3-(aziridin-1-yl)-2,6-dinitrobenzamide). As a reaction SMILES: Cl[C:2]1[C:3]([N+:14]([O-:16])=[O:15])=[C:4]([C:8]([N+:11]([O-:13])=[O:12])=[CH:9][CH:10]=1)[C:5]([NH2:7])=[O:6].[NH:17]1[CH2:19][CH2:18]1>CCOC(C)=O>[N:17]1([C:2]2[C:3]([N+:14]([O-:16])=[O:15])=[C:4]([C:8]([N+:11]([O-:13])=[O:12])=[CH:9][CH:10]=2)[C:5]([NH2:7])=[O:6])[CH2:19][CH2:18]1. Reported procedure: A solution of 3-chloro-2,6-dinitrobenzamide (Palmer et al., J. Med. Chem., 1996, 29, 2518-2528) (0.50 g, 2.04 mmol) and aziridine (1.00 g, 0.023 mol) in EtOAc (80 mL) was stirred at room temperature for 18 h. After washing with water the solution was dried over Na2SO4 and concentrated under reduced pressure to ca. 20 mL. Petroleum ether was added until a slight cloudiness persisted and the solution was chilled at −20° C. to give 13: mp 206-210° C. (dec.); 1H NM [(CD3)2SO] δ8.26 (br s, 1H, CONH),...